This data is from the Open Reaction Database (ORD), a public repository of structured organic reaction records. The task is: describe an organic reaction: reactants, conditions, products, and yield The reactants are ClC=1C(=CN2C(C(=CC(=C2C1)NC)C(=O)OCC)=O)F (Ethyl 8-chloro-7-fluoro-1-methylamino-4H-quinolizin-4-one-3-carboxylate), ClC=1C(=CN2C(C(=CC(=C2C1)NC)C(=O)OCC)=O)F (Ethyl 8-chloro-7-fluoro-1-methylamino-4H-quinolizin-4-one-3-carboxylate), resultant solution, CN1CCNCC1 (N-methylpiperazine). Run in N1=CC=CC=C1 (pyridine). Conditions: temperature 70 celsius. The product is FC1=CN2C(C(=CC(=C2C=C1N1CCN(CC1)C)NC)C(=O)OCC)=O (Ethyl 7-fluoro-1-methylamino-8-(4-methylpiperazin-1-yl)-4H-quinolizin-4-one-3-carboxylate). RXN SMILES: Cl[C:2]1[C:3]([F:20])=[CH:4][N:5]2[C:10]([CH:11]=1)=[C:9]([NH:12][CH3:13])[CH:8]=[C:7]([C:14]([O:16][CH2:17][CH3:18])=[O:15])[C:6]2=[O:19].[CH3:21][N:22]1[CH2:27][CH2:26][NH:25][CH2:24][CH2:23]1>N1C=CC=CC=1>[F:20][C:3]1[C:2]([N:25]2[CH2:26][CH2:27][N:22]([CH3:21])[CH2:23][CH2:24]2)=[CH:11][C:10]2[N:5]([C:6](=[O:19])[C:7]([C:14]([O:16][CH2:17][CH3:18])=[O:15])=[CH:8][C:9]=2[NH:12][CH3:13])[CH:4]=1. Reported procedure: Ethyl 8-chloro-7-fluoro-1-methylamino-4H-quinolizin-4-one-3-carboxylate (899 mg, 3.0 mmol), the product of Step 6, is suspended in 12 mL of dry pyridine under a nitrogen atmosphere. To the resultant solution is added 6.0 mL (6.0 mmol) of N-methylpiperazine and the reaction mixture is heated at 70° C. for 8 hours. The reaction mixture is then concentrated in vacuo in order to remove all of the pyridine. The dry residue is dissolved in 125 mL of methylene chloride and the methylene chloride soluti...